This data is from the Open Reaction Database (ORD), a public repository of structured organic reaction records. The task is: describe an organic reaction: reactants, conditions, products, and yield Reaction SMILES: [Na].Cl[CH2:3][C:4]1[C:5]([CH2:13][CH2:14][C:15]([OH:17])=[O:16])=[CH:6][C:7]2[O:11][CH2:10][O:9][C:8]=2[CH:12]=1.[CH2:18]([OH:20])[CH3:19]>>[CH2:18]([O:20][CH2:3][C:4]1[C:5]([CH2:13][CH2:14][C:15]([OH:17])=[O:16])=[CH:6][C:7]2[O:11][CH2:10][O:9][C:8]=2[CH:12]=1)[CH3:19] |^1:0|. Starting materials: [Na] (sodium), C(C)O (ethanol), ClCC=1C(=CC2=C(OCO2)C1)CCC(=O)O (3-(6-chloromethyl-1,3-benzodioxole-5-yl)propionic acid). Product: C(C)OCC=1C(=CC2=C(OCO2)C1)CCC(=O)O (3-(6-Ethoxymethyl-1,3-benzodioxole-5-yl)propionic acid). Reported procedure: 0.6 g of metallic sodium was dissolved in 100 ml of ethanol. 2.0 g of 3-(6-chloromethyl-1,3-benzodioxole-5-yl)propionic acid was added in small portions to the solution. The mixture was heated at 50° C. for 2 h. The solvent was distilled off and the residue was acidified with 1N hydrochloric acid. After extraction with chloroform, the organic layer was dried over magnesium sulfate. The solvent was distilled off. After separation according to silica gel column chromatography (chloroform), 0.73 g ... Run at temperature 50 celsius.